From a dataset of the Open Reaction Database (ORD), a public repository of structured organic reaction records. describe an organic reaction: reactants, conditions, products, and yield Reactants: C1(=CC=C(C=C1)S(=O)(=O)Cl)C (p-toluenesulfonyl chloride), OC1CCNCC1 (4-hydroxypiperidine), CCN(C(C)C)C(C)C (i-Pr2NEt). The product is OC1CCN(CC1)S(=O)(=O)N (4-hydroxypiperidin sulfonamide). Conditions: time 3 hour. Reported procedure: To a stirred solution of p-toluenesulfonyl chloride (39.28 mmol) in dichloromethane (160 mL) was added 4-hydroxypiperidine (40.07 mmol) dropwise, followed by 13.7 ml i-Pr2NEt. The mixture was stirred at room temperature for 3 h. Solvent was removed under vacuum and crude product was purified with flash column chromatography to yield 4-hydroxypiperidin sulfonamide (I). Run in ClCCl (dichloromethane). RXN SMILES: C1(C)C=CC([S:7](Cl)(=[O:9])=[O:8])=CC=1.[OH:12][CH:13]1[CH2:18][CH2:17][NH:16][CH2:15][CH2:14]1.CC[N:21](C(C)C)C(C)C>ClCCl>[OH:12][CH:13]1[CH2:18][CH2:17][N:16]([S:7]([NH2:21])(=[O:9])=[O:8])[CH2:15][CH2:14]1. Reactants: C1(CC1)COC1=C(C=CC(=N1)C(=O)O)C (6-cyclopropylmethoxy-5-methyl-pyridine-2-carboxylic acid), C1(CC1)C[C@@H](C1=NOC(=N1)C)N ((S)-2-cyclopropyl-1-(5-methyl-[1,2,4]oxadiazol-3-yl)-ethylamine). The product is C1(CC1)C[C@@H](C1=NOC(=N1)C)NC(=O)C1=NC(=C(C=C1)C)OCC1CC1 (6-Cyclopropylmethoxy-5-methyl-pyridine-2-carboxylic acid [(S)-2-cyclopropyl-1-(5-methyl-[1,2,4]oxadiazol-3-yl)-ethyl]-amide). As a reaction SMILES: [CH:1]1([CH2:4][O:5][C:6]2[N:11]=[C:10]([C:12]([OH:14])=O)[CH:9]=[CH:8][C:7]=2[CH3:15])[CH2:3][CH2:2]1.[CH:16]1([CH2:19][C@H:20]([NH2:27])[C:21]2[N:25]=[C:24]([CH3:26])[O:23][N:22]=2)[CH2:18][CH2:17]1>>[CH:16]1([CH2:19][C@H:20]([NH:27][C:12]([C:10]2[CH:9]=[CH:8][C:7]([CH3:15])=[C:6]([O:5][CH2:4][CH:1]3[CH2:2][CH2:3]3)[N:11]=2)=[O:14])[C:21]2[N:25]=[C:24]([CH3:26])[O:23][N:22]=2)[CH2:18][CH2:17]1. Procedure details: The title compound was synthesized in analogy to Example 1, using 6-cyclopropylmethoxy-5-methyl-pyridine-2-carboxylic acid (Example 36 d) and (S)-2-cyclopropyl-1-(5-methyl-[1,2,4]oxadiazol-3-yl)-ethylamine (Example 38 e) as starting materials, MS (EI): m/e 357.2 [M+H]+. Yields the product COC=1N=CC(=NC1)OC1=CC(=C(C(=C1)C)C(C)=O)C (1-{4-((5-Methoxypyrazin-2-yl)oxy)-2,6-dimethylphenyl}ethanone). Reactants: OC1=CC(=C(C(=C1)C)C(C)=O)C (1-(4-hydroxy-2,6-dimethylphenyl)ethanone), BrC1=NC=C(N=C1)OC (2-bromo-5-methoxypyrazine), C([O-])([O-])=O.[K+].[K+] (potassium carbonate), O (water). The reagents and catalysts are [Cu] (copper). Conditions: temperature 100 celsius, time 8 hour. Procedure details: A mixture of 1-(4-hydroxy-2,6-dimethylphenyl)ethanone (4-2, 3.50 g, 21.3 mmol), 2-bromo-5-methoxypyrazine (6.04 g, 32.0 mmol), copper (271 mg, 4.26 mmol), and potassium carbonate (8.84 g, 64.0 mmol) in 35.5 mL of DMF was stirred at 100° C. overnight. The reaction mixture was added with water and extracted with ethyl acetate. The organic layer was washed with brine, dried over anhydrous MgSO4(s), concentrated under reduced pressure, and purified by column chromatography on silica gel (20% EtOAc i... Run in CN(C)C=O (DMF). RXN SMILES: [OH:1][C:2]1[CH:7]=[C:6]([CH3:8])[C:5]([C:9](=[O:11])[CH3:10])=[C:4]([CH3:12])[CH:3]=1.Br[C:14]1[CH:19]=[N:18][C:17]([O:20][CH3:21])=[CH:16][N:15]=1.C(=O)([O-])[O-].[K+].[K+].O>CN(C=O)C.[Cu]>[CH3:21][O:20][C:17]1[N:18]=[CH:19][C:14]([O:1][C:2]2[CH:3]=[C:4]([CH3:12])[C:5]([C:9](=[O:11])[CH3:10])=[C:6]([CH3:8])[CH:7]=2)=[N:15][CH:16]=1 |f:2.3.4|. Isolated yield 50.0%.